Dataset: the Open Reaction Database (ORD), a public repository of structured organic reaction records. Task: describe an organic reaction: reactants, conditions, products, and yield Reactants: C=C(C)C (isobutene), BrC(C(=O)O)(CC)C (2-bromo-2-methylbutyric acid), S(O)(O)(=O)=O (sulfuric acid), C(C)OCC (ethyl ether). Product: BrC(C(=O)OC(C)(C)C)(CC)C (tert-butyl 2-bromo-2-methylbutyrate). Reported procedure: A mixture of about 40 ml of isobutene, 40 g of 2-bromo-2-methylbutyric acid, 1 ml of concentrated sulfuric acid, and 20 ml of dry ethyl ether was reacted in a closed tube overnight at room temperature. After the reaction was over, the reaction mixture was dispersed in a mixture of 150 ml of ice-water and 10 g of sodium hydrogencarbonate and extracted with 200 ml and then 100 ml of ether. The organic layers were collected, washed twice each time with 50 ml of water and then once with 50 ml of a s... Run in ice water, C(O)([O-])=O.[Na+] (sodium hydrogencarbonate). Reaction SMILES: [CH2:1]=[C:2]([CH3:4])[CH3:3].[Br:5][C:6]([CH3:12])([CH2:10][CH3:11])[C:7]([OH:9])=[O:8].S(=O)(=O)(O)O.C(OCC)C>C(=O)([O-])O.[Na+]>[Br:5][C:6]([CH3:12])([CH2:10][CH3:11])[C:7]([O:9][C:2]([CH3:4])([CH3:3])[CH3:1])=[O:8] |f:4.5|. Reactants: Cl.CNC (dimethylamine hydrochloride), C1(CCCCC1)N1C=CC=C1 (1-cyclohexylpyrrole), C=O (formaldehyde). The solvent is C(C)O (ethanol), O (water). Conditions: time 18 hour. Product: C1(CCCCC1)N1C(=CC=C1)CN(C)C (1-cyclohexyl-2-(dimethylaminomethyl)pyrrole). RXN SMILES: Cl.[CH3:2][NH:3][CH3:4].[CH:5]1([N:11]2[CH:15]=[CH:14][CH:13]=[CH:12]2)[CH2:10][CH2:9][CH2:8][CH2:7][CH2:6]1.[CH2:16]=O>C(O)C.O>[CH:5]1([N:11]2[CH:15]=[CH:14][CH:13]=[C:12]2[CH2:2][N:3]([CH3:16])[CH3:4])[CH2:6][CH2:7][CH2:8][CH2:9][CH2:10]1 |f:0.1|. Procedure details: A solution of dimethylamine hydrochloride (3.76 g) in 40% aqueous formaldehyde (3.5 ml) was added over 30 minutes to a stirred solution of 1-cyclohexylpyrrole in ethanol (25 ml) and the resulting solution was stirred at room temperature for 18 hours. Evaporation of the solution gave a solid which was dissolved in water. The solution was extracted with ether and then basified to pH 9-10 with 1 N sodium hydroxide solution. The resulting oil was extracted with ether (3×50 ml) and the combined ether... The reactants are OCC=1C=C(C(=O)OC)C=C(C1)N(CCC)S(=O)(=O)C (methyl 3-(hydroxymethyl)-5-[(methylsulfonyl)(propyl)amino]benzoate), C(Br)(Br)(Br)Br (carbon tetrabromide), C1(=CC=CC=C1)P(C1=CC=CC=C1)C1=CC=CC=C1 (triphenylphosphine). Solvent: ClCCl (dichloromethane). Conditions: time 15 hour. Product: BrCC=1C=C(C(=O)OC)C=C(C1)N(CCC)S(=O)(=O)C (methyl 3-(bromomethyl)-5-[(methylsulfonyl)(propyl)amino]benzoate). RXN SMILES: O[CH2:2][C:3]1[CH:4]=[C:5]([CH:10]=[C:11]([N:13]([S:17]([CH3:20])(=[O:19])=[O:18])[CH2:14][CH2:15][CH3:16])[CH:12]=1)[C:6]([O:8][CH3:9])=[O:7].C(Br)(Br)(Br)[Br:22].C1(P(C2C=CC=CC=2)C2C=CC=CC=2)C=CC=CC=1>ClCCl>[Br:22][CH2:2][C:3]1[CH:4]=[C:5]([CH:10]=[C:11]([N:13]([S:17]([CH3:20])(=[O:19])=[O:18])[CH2:14][CH2:15][CH3:16])[CH:12]=1)[C:6]([O:8][CH3:9])=[O:7]. Reported procedure: To a solution of methyl 3-(hydroxymethyl)-5-[(methylsulfonyl)(propyl)amino]benzoate (2.99 g, 9.92 mmol) in dichloromethane (90 mL) were added carbon tetrabromide (4.28 g, 12.9 mmol) and triphenylphosphine (3.12 g, 11.9 mmol). After 15 h, the reaction mixture was concentrated in vacuo and purified by flash chromatography (silica, 0-40% EtOAc/hexanes) to provide methyl 3-(bromomethyl)-5-[(methylsulfonyl)(propyl)amino]benzoate as a white solid. 1H NMR (400 MHz, CDCl3) δ 8.04 (s, 1H), 7.91 (s, 1H), ...